From a dataset of the Open Reaction Database (ORD), a public repository of structured organic reaction records. describe an organic reaction: reactants, conditions, products, and yield The reactants are CS(C)=O, Cn1c(CO)nc([N+](=O)[O-])c1S(C)(=O)=O, N#C[K], O. Product: Cn1c(CO)nc([N+](=O)[O-])c1C#N. As a reaction SMILES: [CH3:19][S:20]([CH3:21])=[O:22].[CH3:1][n:2]1[c:3]([CH2:14][OH:15])[n:4][c:5]([N+:11](=[O:12])[O-:13])[c:6]1[S:7]([CH3:8])(=[O:9])=[O:10].[K:16][C:17]#[N:18].[OH2:23]>>[CH3:1][n:2]1[c:3]([CH2:14][OH:15])[n:4][c:5]([N+:11](=[O:12])[O-:13])[c:6]1[C:17]#[N:18]. The reactants are CC(C)I (2-propyl iodide), [H-].[Na+] (sodium hydride), ice water, C(CC)OC1=CC=C(C=C1)C=1N=C2N(C1C1=CC=NC=C1)CCC2 ((4-(1-Propoxy)phenyl)-3 (4-pyridyl) 6,7-dihydro-[5H]pyrrolo[1,2 a]imidazole), Br.Br.OC1=CC=C(C=C1)C=1N=C2N(C1C1=CC=NC=C1)CCC2 ((4 hydroxyphenyl) 3 (4-pyridyl) 6,7 dihydro-[5H]pyrrolo[1,2 a]imidazole dihydrobromide), [H-].[Na+] (sodium hydride), CC(C)I (2-propyl iodide). The solvent is CN(C=O)C (dimethylformamide), CN(C=O)C (dimethylformamide). Reaction conditions: time 8 hour. The product is CC(C)OC1=CC=C(C=C1)C=1N=C2N(C1C1=CC=NC=C1)CCC2 (2-(4 (2-Propoxy)phenyl)-3 (4-pyridyl) 6,7-dihydro [5H]-pyrrolo[1,2-a]imidazole). RXN SMILES: [CH2:1]([O:4][C:5]1[CH:10]=[CH:9][C:8]([C:11]2[N:12]=[C:13]3[CH2:24][CH2:23][CH2:22][N:14]3[C:15]=2[C:16]2[CH:21]=[CH:20][N:19]=[CH:18][CH:17]=2)=[CH:7][CH:6]=1)[CH2:2]C.Br.Br.O[C:28]1C=CC(C2N=C3CCCN3C=2C2C=CN=CC=2)=CC=1.[H-].[Na+].CC(I)C>CN(C)C=O>[CH3:28][CH:1]([O:4][C:5]1[CH:6]=[CH:7][C:8]([C:11]2[N:12]=[C:13]3[CH2:24][CH2:23][CH2:22][N:14]3[C:15]=2[C:16]2[CH:21]=[CH:20][N:19]=[CH:18][CH:17]=2)=[CH:9][CH:10]=1)[CH3:2] |f:1.2.3,4.5|. Reported procedure: A stirred solution of 0.90 g (2.0 mmoles) of 2 (4 hydroxyphenyl) 3 (4-pyridyl) 6,7 dihydro-[5H]pyrrolo[1,2 a]imidazole dihydrobromide of Example 10 in 20 ml of dry dimethylformamide cooled in an ice bath was treated with 267 mg (6.67 mmoles) of 60% sodium hydride dispersion and allowed to warm to room temperature. A solution of 374 mg. (2.22 mmoles) of 2-propyl iodide in 2 ml of dimethylformamide was added dropwise and the reaction mixture heated at 100° C. for 4 hours. Another 35 mg (0.88 mmole... Reactants: C(C)[C@@H]1CC[C@H](CC1)C1OC2=C(C(=C(C=C2CC1)O)F)F (2-(trans-4-ethylcyclohexyl)-7,8-difluoro-6-hydroxychroman), ICC (iodoethane), C([O-])([O-])=O.[K+].[K+] (potassium carbonate), Cl (hydrochloric acid). Solvent: CN(C)C=O (DMF). Product: C(C)OC=1C=C2CCC(OC2=C(C1F)F)[C@@H]1CC[C@H](CC1)CC (6-ethoxy-2-(trans-4-ethylcyclohexyl)-7,8-difluorochroman). Isolated yield 97.9%. Reaction SMILES: [CH2:1]([C@H:3]1[CH2:8][CH2:7][C@H:6]([CH:9]2[CH2:18][CH2:17][C:16]3[C:11](=[C:12]([F:21])[C:13]([F:20])=[C:14]([OH:19])[CH:15]=3)[O:10]2)[CH2:5][CH2:4]1)[CH3:2].I[CH2:23][CH3:24].C(=O)([O-])[O-].[K+].[K+].Cl>CN(C=O)C>[CH2:23]([O:19][C:14]1[CH:15]=[C:16]2[C:11](=[C:12]([F:21])[C:13]=1[F:20])[O:10][CH:9]([C@H:6]1[CH2:5][CH2:4][C@H:3]([CH2:1][CH3:2])[CH2:8][CH2:7]1)[CH2:18][CH2:17]2)[CH3:24] |f:2.3.4|. Reported procedure: The DMF (100 ml) suspension containing 2-(trans-4-ethylcyclohexyl)-7,8-difluoro-6-hydroxychroman (28 g), iodoethane (25 g), and anhydrous potassium carbonate (15 g) was heated to reflux for 2 hours. The reaction solution was poured into 5% hydrochloric acid, extracted with toluene, and concentrated. The residue was purified by silica gel column chromatography (hexane:ethyl acetate=9:1) to obtain 6-ethoxy-2-(trans-4-ethylcyclohexyl)-7,8-difluorochroman (30 g). Moreover, this was recrystallized us... The reactants are [BH4-].[Na+] (Sodium borohydride), COC=1C=C2C=CC(=CC2=CC1)C=1OC2=C(C1C(CCCC)=O)C=CC=C2 (1-[2-(6-methoxy-2-naphthyl)-1-benzofuran-3-yl]-1-pentanone). Solvent: C(C)O (ethanol). Reaction conditions: time 2 hour. The product is COC=1C=C2C=CC(=CC2=CC1)C=1OC2=C(C1C(CCCC)O)C=CC=C2 (1-[2-(6-Methoxy-naphthalen-2-yl)-benzofuran-3-yl]-pentan-1-ol). Yield: 92.1%. Reaction SMILES: [BH4-].[Na+].[CH3:3][O:4][C:5]1[CH:6]=[C:7]2[C:12](=[CH:13][CH:14]=1)[CH:11]=[C:10]([C:15]1[O:16][C:17]3[CH:29]=[CH:28][CH:27]=[CH:26][C:18]=3[C:19]=1[C:20](=[O:25])[CH2:21][CH2:22][CH2:23][CH3:24])[CH:9]=[CH:8]2>C(O)C>[CH3:3][O:4][C:5]1[CH:6]=[C:7]2[C:12](=[CH:13][CH:14]=1)[CH:11]=[C:10]([C:15]1[O:16][C:17]3[CH:29]=[CH:28][CH:27]=[CH:26][C:18]=3[C:19]=1[CH:20]([OH:25])[CH2:21][CH2:22][CH2:23][CH3:24])[CH:9]=[CH:8]2 |f:0.1|. Reported procedure: Sodium borohydride ((7.56 g, 200 mmol) was added portion-wise to the stirring mixture of 1-[2-(6-methoxy-2-naphthyl)-1-benzofuran-3-yl]-1-pentanone (17.9 g, 50 mmol) in ethanol (600 mL). The mixture was stirred at room temperature for 2 hours then filtered. The solids were dissolved in methylene chloride and 2N hydrochloric acid solution. The organic phase was washed with water, dried over anhydrous magnesium sulfate and solvent evaporated to give the title compound (16.6 g). 1HNMR (300 MHz, DMS... Reactants: NC1=NC(=C(C(=N1)C)CC1=CC=C(C=C1)CC#N)NCCCCC (2-(4-((2-Amino-4-methyl-6-(pentylamino)pyrimidin-5-yl)methyl)phenyl)acetonitrile), [OH-].[Na+] (NaOH), C(C)O (ethanol). Run in C(C)(=O)O (acetic acid). Conditions: temperature 25 celsius. Yields the product NC1=NC(=C(C(=N1)C)CC1=CC=C(C=C1)CC(=O)O)NCCCCC (2-(4-((2-Amino-4-methyl-6-(pentylamino)pyrimidin-5-yl)methyl)phenyl)acetic acid). RXN SMILES: [NH2:1][C:2]1[N:7]=[C:6]([CH3:8])[C:5]([CH2:9][C:10]2[CH:15]=[CH:14][C:13](CC#N)=[CH:12][CH:11]=2)=[C:4]([NH:19][CH2:20][CH2:21][CH2:22][CH2:23][CH3:24])[N:3]=1.[OH-:25].[Na+].[CH2:27]([OH:29])[CH3:28]>C(O)(=O)C>[NH2:1][C:2]1[N:7]=[C:6]([CH3:8])[C:5]([CH2:9][C:10]2[CH:15]=[CH:14][C:13]([CH2:28][C:27]([OH:25])=[O:29])=[CH:12][CH:11]=2)=[C:4]([NH:19][CH2:20][CH2:21][CH2:22][CH2:23][CH3:24])[N:3]=1 |f:1.2|. Procedure: The suspension of the wet product from step (iv) (5.90 g) in 10% aq.NaOH (34.2 g) and ethanol (24.9 g) was heated at 85° C. for 5 hours. The mixture was cooled to 25° C., and the pH of the solution was adjusted to pH 6.5 with 18% aq. acetic acid (31.1 g). The resulting precipitate was collected by filtration, washed with water (18.6 g) and acetonitrile (15.5 g) respectively, and dried to give the subtitle compound as a white solid, 4.43 g.